From a dataset of the Open Reaction Database (ORD), a public repository of structured organic reaction records. describe an organic reaction: reactants, conditions, products, and yield Reactants: NC(CC(=O)OCC)C1=CC(=CC(=C1)Cl)Cl (ethyl 3-amino-3-(3,5-dichlorophenyl)propionate), C(C1=CC=CC=C1)OCC(C(=O)O)NC(=O)OCCNC1=NC(=CC=C1)C (3-benzyloxy-2-[2-(6-methylpyridin-2-ylamino)ethoxycarbonylamino]propionic acid). Yields the product C(C1=CC=CC=C1)OCC(C(=O)NC(CC(=O)OCC)C1=CC(=CC(=C1)Cl)Cl)NC(=O)OCCNC1=NC(=CC=C1)C (ethyl 3-{3-benzyloxy-2-[2-(6-methylpyridin-2-ylamino)ethoxycarbonylamino]-propanoylamino}-3-(3,5-dichlorophenyl)propionate). As a reaction SMILES: [NH2:1][CH:2]([C:9]1[CH:14]=[C:13]([Cl:15])[CH:12]=[C:11]([Cl:16])[CH:10]=1)[CH2:3][C:4]([O:6][CH2:7][CH3:8])=[O:5].[CH2:17]([O:24][CH2:25][CH:26]([NH:30][C:31]([O:33][CH2:34][CH2:35][NH:36][C:37]1[CH:42]=[CH:41][CH:40]=[C:39]([CH3:43])[N:38]=1)=[O:32])[C:27](O)=[O:28])[C:18]1[CH:23]=[CH:22][CH:21]=[CH:20][CH:19]=1>>[CH2:17]([O:24][CH2:25][CH:26]([NH:30][C:31]([O:33][CH2:34][CH2:35][NH:36][C:37]1[CH:42]=[CH:41][CH:40]=[C:39]([CH3:43])[N:38]=1)=[O:32])[C:27]([NH:1][CH:2]([C:9]1[CH:10]=[C:11]([Cl:16])[CH:12]=[C:13]([Cl:15])[CH:14]=1)[CH2:3][C:4]([O:6][CH2:7][CH3:8])=[O:5])=[O:28])[C:18]1[CH:19]=[CH:20][CH:21]=[CH:22][CH:23]=1. Procedure details: Analogously to Example 2, ethyl 3-amino-3-(3,5-dichlorophenyl)propionate is reacted with 3-benzyloxy-2-[2-(6-methylpyridin-2-ylamino)ethoxycarbonylamino]propionic acid and purified by chromatography, giving ethyl 3-{3-benzyloxy-2-[2-(6-methylpyridin-2-ylamino)ethoxycarbonylamino]-propanoylamino}-3-(3,5-dichlorophenyl)propionate, RT 1.765 min, FAB-MS (M+H)+ 618.